Dataset: the Open Reaction Database (ORD), a public repository of structured organic reaction records. Task: describe an organic reaction: reactants, conditions, products, and yield Reaction SMILES: [CH3:22][CH2:23][OH:24].[Na+:21].[O:1]1[CH2:2][O:3][c:4]2[cH:5][c:6]3[c:7]([cH:18][c:19]21)[CH2:8][CH2:9][O:10][CH:11]3[CH2:12][C:13](=[O:14])[O:15][CH2:16][CH3:17].[OH-:20].[OH2:25]>>[O:1]1[CH2:2][O:3][c:4]2[cH:5][c:6]3[c:7]([cH:18][c:19]21)[CH2:8][CH2:9][O:10][CH:11]3[CH2:12][C:13](=[O:14])[OH:15]. Reactants: CCO, [Na+], CCOC(=O)CC1OCCc2cc3c(cc21)OCO3, [OH-], O. The product is O=C(O)CC1OCCc2cc3c(cc21)OCO3. Starting materials: CC(C)(C)OO, COC1=CCc2ccccc2C1(CCC(C)C)C(=O)N(C)C, O=[Cr](=O)([O-])O[Cr](=O)(=O)[O-], c1ccccc1, c1cc[nH+]cc1, c1cc[nH+]cc1. The product is COC1=CC(=O)c2ccccc2C1(CCC(C)C)C(=O)N(C)C. Reaction SMILES: [C:44]([O:45][OH:46])([CH3:47])([CH3:48])[CH3:49].[CH3:1][O:2][C:3]1=[CH:12][CH2:11][c:10]2[c:5]([cH:6][cH:7][cH:8][cH:9]2)[C:4]1([C:13](=[O:14])[N:15]([CH3:16])[CH3:17])[CH2:18][CH2:19][CH:20]([CH3:21])[CH3:22].[Cr:23](=[O:24])([O:25][Cr:26]([O-:27])(=[O:28])=[O:29])([O-:30])=[O:31].[cH:50]1[cH:51][cH:52][cH:53][cH:54][cH:55]1.[nH+:32]1[cH:33][cH:34][cH:35][cH:36][cH:37]1.[nH+:38]1[cH:39][cH:40][cH:41][cH:42][cH:43]1>>[CH3:1][O:2][C:3]1=[CH:12][C:11](=[O:24])[c:10]2[c:5]([cH:6][cH:7][cH:8][cH:9]2)[C:4]1([C:13](=[O:14])[N:15]([CH3:16])[CH3:17])[CH2:18][CH2:19][CH:20]([CH3:21])[CH3:22]. Run in Br (hydrobromic acid). RXN SMILES: O[CH2:2][C:3]1[S:4][CH:5]=[CH:6][N:7]=1.Cl.[SH:9][CH2:10][CH2:11][CH2:12][NH2:13].CS[C:16](SC)=[CH:17][N+:18]([O-:20])=[O:19].[CH2:23]([NH2:26])[C:24]#[CH:25]>Br>[N+:18]([CH:17]=[C:16]([NH:26][CH2:23][C:24]#[CH:25])[NH:13][CH2:12][CH2:11][CH2:10][S:9][CH2:2][C:3]1[S:4][CH:5]=[CH:6][N:7]=1)([O-:20])=[O:19] |f:1.2|. Procedure: When 2-hydroxymethylthiazole is reacted with 3-mercaptopropylamine hydrochloride [prepared according to the procedure described in J. Org. Chem., 27, 2846 (1962)] in aqueous hydrobromic acid (48%) and the resultant amine successively treated with 1,1-bis(methylthio)-2-nitroethylene and excess propargylamine, the title compound is produced. Reactants: amine, CSC(=C[N+](=O)[O-])SC (1,1-bis(methylthio)-2-nitroethylene), C(C#C)N (propargylamine), OCC=1SC=CN1 (2-hydroxymethylthiazole), Cl.SCCCN (3-mercaptopropylamine hydrochloride). Product: [N+](=O)([O-])C=C(NCCCSCC=1SC=CN1)NCC#C (1-Nitro-2-(2-propynylamino)-2-{3-[(thiazol-2-yl)methylthio]propylamino}ethylene). Reactants: Cc1ccccc1C=O, FC(F)(F)c1nnc2ccc(N3CCCNCC3)nn12. Product: Cc1ccccc1CN1CCCN(c2ccc3nnc(C(F)(F)F)n3n2)CC1. Reaction SMILES: [CH3:21][c:22]1[cH:23][cH:24][cH:25][cH:26][c:27]1[CH:28]=[O:29].[N:1]1([c:8]2[cH:9][cH:10][c:11]3[n:12]([n:13]2)[c:14]([C:17]([F:18])([F:19])[F:20])[n:15][n:16]3)[CH2:2][CH2:3][NH:4][CH2:5][CH2:6][CH2:7]1>>[N:1]1([c:8]2[cH:9][cH:10][c:11]3[n:12]([n:13]2)[c:14]([C:17]([F:18])([F:19])[F:20])[n:15][n:16]3)[CH2:2][CH2:3][N:4]([CH2:28][c:27]2[c:22]([CH3:21])[cH:23][cH:24][cH:25][cH:26]2)[CH2:5][CH2:6][CH2:7]1. As a reaction SMILES: [CH3:26][S:27]([CH3:28])=[O:29].[F:13][c:14]1[c:15]([N+:20](=[O:21])[O-:22])[cH:16][cH:17][cH:18][cH:19]1.[Li+:25].[NH2:1][c:2]1[c:3]([C:8](=[O:9])[O:10][CH2:11][CH3:12])[n:4][c:5]([CH3:7])[s:6]1.[OH-:24].[OH2:23]>>[NH:1]([c:2]1[c:3]([C:8](=[O:9])[O:10][CH2:11][CH3:12])[n:4][c:5]([CH3:7])[s:6]1)[c:14]1[c:15]([N+:20](=[O:21])[O-:22])[cH:16][cH:17][cH:18][cH:19]1. The product is CCOC(=O)c1nc(C)sc1Nc1ccccc1[N+](=O)[O-]. Starting materials: CS(C)=O, O=[N+]([O-])c1ccccc1F, [Li+], CCOC(=O)c1nc(C)sc1N, [OH-], O. Starting materials: C=CCONC(=O)c1cc2c(ncn2C)c(F)c1Nc1ccc(Br)cc1Cl, C[N+]1([O-])CCOCC1, CCOC(C)=O, [Na+], C1CCOC1, O, O=S([O-])O. Yields the product Cn1cnc2c(F)c(Nc3ccc(Br)cc3Cl)c(C(=O)NOCC(O)CO)cc21. As a reaction SMILES: [CH2:1]([CH:2]=[CH2:3])[O:4][NH:5][C:6](=[O:7])[c:8]1[cH:9][c:10]2[c:11]([n:12][cH:13][n:14]2[CH3:15])[c:16]([F:27])[c:17]1[NH:18][c:19]1[c:20]([Cl:26])[cH:21][c:22]([Br:25])[cH:23][cH:24]1.[CH3:34][N+:35]1([O-:36])[CH2:37][CH2:38][O:39][CH2:40][CH2:41]1.[CH3:47][CH2:48][O:49][C:50](=[O:51])[CH3:52].[Na+:46].[O:29]1[CH2:30][CH2:31][CH2:32][CH2:33]1.[OH2:28].[S:42](=[O:43])([OH:44])[O-:45]>>[CH2:1]([CH:2]([CH2:3][OH:29])[OH:28])[O:4][NH:5][C:6](=[O:7])[c:8]1[cH:9][c:10]2[c:11]([n:12][cH:13][n:14]2[CH3:15])[c:16]([F:27])[c:17]1[NH:18][c:19]1[c:20]([Cl:26])[cH:21][c:22]([Br:25])[cH:23][cH:24]1.